Dataset: the Open Reaction Database (ORD), a public repository of structured organic reaction records. Task: describe an organic reaction: reactants, conditions, products, and yield The reactants are [Li]CCCC (n-BuLi), CC1=NC(=CC=C1C=O)C (2,6-dimethyl-pyridine-3-carbaldehyde), N1(CCC1)C1=NC2=CC=C(C=C2C(=C1CC1=CC=C(C=C1)C(F)(F)F)Cl)Br (2-(Azetidin-1-yl)-6-bromo-4-chloro-3-(4-(trifluoromethyl)benzyl)quinoline), N1(CCC1)C1=NC2=CC=C(C=C2C(=C1CC1=CC=C(C=C1)C(F)(F)F)Cl)Br (2-(Azetidin-1-yl)-6-bromo-4-chloro-3-(4-(trifluoromethyl)benzyl)quinoline). Solvent: C1CCOC1 (THF), C1CCOC1 (THF), dry ice acetone. Reaction conditions: temperature -78 celsius, time 10 minute. Product: N1(CCC1)C1=NC2=CC=C(C=C2C(=C1CC1=CC=C(C=C1)C(F)(F)F)Cl)C(O)C=1C(=NC(=CC1)C)C ({2-Azetidin-1-yl-4-chloro-3-[4-(trifluoromethyl)benzyl]quinolin-6-yl}(2,6-dimethylpyridin-3-yl)methanol). Reaction SMILES: [N:1]1([C:5]2[C:14]([CH2:15][C:16]3[CH:21]=[CH:20][C:19]([C:22]([F:25])([F:24])[F:23])=[CH:18][CH:17]=3)=[C:13]([Cl:26])[C:12]3[C:7](=[CH:8][CH:9]=[C:10](Br)[CH:11]=3)[N:6]=2)[CH2:4][CH2:3][CH2:2]1.[Li]CCCC.[CH3:33][C:34]1[C:39]([CH:40]=[O:41])=[CH:38][CH:37]=[C:36]([CH3:42])[N:35]=1>C1COCC1>[N:1]1([C:5]2[C:14]([CH2:15][C:16]3[CH:21]=[CH:20][C:19]([C:22]([F:25])([F:24])[F:23])=[CH:18][CH:17]=3)=[C:13]([Cl:26])[C:12]3[C:7](=[CH:8][CH:9]=[C:10]([CH:40]([C:39]4[C:34]([CH3:33])=[N:35][C:36]([CH3:42])=[CH:37][CH:38]=4)[OH:41])[CH:11]=3)[N:6]=2)[CH2:4][CH2:3][CH2:2]1. Reported procedure: 2-(Azetidin-1-yl)-6-bromo-4-chloro-3-(4-(trifluoromethyl)benzyl)quinoline (1.09 g, 2.40 mmol, Intermediate 16) was dissolved in THF (20 mL) in a dry round bottom flask under an N2 atmosphere, then cooled to −78° C. in dry ice acetone bath. n-BuLi (1.6 M in hexanes, 1.74 mL, 2.79 mmol) was then added dropwise via syringe over approximately 5 minutes. The contents were stirred at −78° C. for approximately 10 minutes, then a solution of 2,6-dimethyl-pyridine-3-carbaldehyde (0.36 g, 2.6 mmol) in THF... Reactants: Brc1ncnc2nc[nH]c12, CS(C)=O, O=S([O-])c1ccc2cc(-c3ccc(F)cc3)ccc2c1, [Na+], O. The product is O=S(=O)(c1ccc2cc(-c3ccc(F)cc3)ccc2c1)c1ncnc2[nH]cnc12. Reaction SMILES: [Br:22][c:23]1[c:24]2[nH:25][cH:26][n:27][c:28]2[n:29][cH:30][n:31]1.[CH3:32][S:33]([CH3:34])=[O:35].[F:1][c:2]1[cH:3][cH:4][c:5](-[c:8]2[cH:9][c:10]3[cH:11][cH:12][c:13]([S:18](=[O:19])[O-:20])[cH:14][c:15]3[cH:16][cH:17]2)[cH:6][cH:7]1.[Na+:21].[OH2:36]>>[F:1][c:2]1[cH:3][cH:4][c:5](-[c:8]2[cH:9][c:10]3[cH:11][cH:12][c:13]([S:18](=[O:19])(=[O:20])[c:23]4[c:24]5[n:25][cH:26][nH:27][c:28]5[n:29][cH:30][n:31]4)[cH:14][c:15]3[cH:16][cH:17]2)[cH:6][cH:7]1. The reactants are CCO, [K+], [OH-], COC(=O)Cc1ccc2c(c1)Cc1ccccc1CO2. The product is O=C(O)Cc1ccc2c(c1)Cc1ccccc1CO2. RXN SMILES: [CH3:23][CH2:24][OH:25].[K+:22].[OH-:21].[cH:1]1[c:2]([CH2:16][C:17](=[O:18])[O:19][CH3:20])[cH:3][cH:4][c:5]2[c:11]1[CH2:10][c:9]1[c:8]([cH:15][cH:14][cH:13][cH:12]1)[CH2:7][O:6]2>>[cH:1]1[c:2]([CH2:16][C:17](=[O:18])[OH:19])[cH:3][cH:4][c:5]2[c:11]1[CH2:10][c:9]1[c:8]([cH:15][cH:14][cH:13][cH:12]1)[CH2:7][O:6]2. Starting materials: NC=1C=2N(C=C(C1)Br)C(=C(N2)C)C(=O)OCC (8-amino-6-bromo-3-carboethoxy-2-methylimidazo[1,2-a]pyridine), CC1=C(CBr)C(=CC(=C1)F)C (2,6-dimethyl-4-fluorobenzylbromide), [I-].[Na+] (sodium iodide), C([O-])([O-])=O.[Na+].[Na+] (sodium carbonate). The solvent is CC(=O)C (acetone). Yields the product BrC=1C=C(C=2N(C1)C(=C(N2)C)C(=O)OCC)NCC2=C(C=C(C=C2C)F)C (6-bromo-3-carboethoxy-8-(2,6-dimethyl-4-fluorobenzylamino)-2-methylimidazo[1,2-a]pyridine). Yield: 59.1%. As a reaction SMILES: [NH2:1][C:2]1[C:3]2[N:4]([C:9]([C:13]([O:15][CH2:16][CH3:17])=[O:14])=[C:10]([CH3:12])[N:11]=2)[CH:5]=[C:6]([Br:8])[CH:7]=1.[CH3:18][C:19]1[CH:26]=[C:25]([F:27])[CH:24]=[C:23]([CH3:28])[C:20]=1[CH2:21]Br.[I-].[Na+].C(=O)([O-])[O-].[Na+].[Na+]>CC(C)=O>[Br:8][C:6]1[CH:7]=[C:2]([NH:1][CH2:21][C:20]2[C:19]([CH3:18])=[CH:26][C:25]([F:27])=[CH:24][C:23]=2[CH3:28])[C:3]2[N:4]([C:9]([C:13]([O:15][CH2:16][CH3:17])=[O:14])=[C:10]([CH3:12])[N:11]=2)[CH:5]=1 |f:2.3,4.5.6|. Reported procedure: A mixture of 8-amino-6-bromo-3-carboethoxy-2-methylimidazo[1,2-a]pyridine (2.06 g, 6.91 mmol), 2,6-dimethyl-4-fluorobenzylbromide (1.05 g, 4.48 mmol), sodium iodide (0.45 g), sodium carbonate (2.2 g) and acetone (40 ml) was refluxed for 22 h. The reaction mixture was filtered. The filtered material was washed with CH2Cl2. The methylene chloride solution was washed with water, dried and evaporated in vacuo. The residue was suspended in ethanol/ether and filtered to give 1.15 g (56%) of the title ... The reactants are Cc1noc(NC(=O)OCC(Cl)(Cl)Cl)c1C, CS(C)=O, CCN(C(C)C)C(C)C, O, c1ccc(-c2nnc(C3CCNCC3)o2)cc1. Product: Cc1noc(NC(=O)N2CCC(c3nnc(-c4ccccc4)o3)CC2)c1C. Reaction SMILES: [CH3:1][c:2]1[n:3][o:4][c:5]([NH:8][C:9]([O:10][CH2:11][C:12]([Cl:13])([Cl:14])[Cl:15])=[O:16])[c:6]1[CH3:7].[CH3:43][S:44](=[O:45])[CH3:46].[CH:34]([N:35]([CH:36]([CH3:37])[CH3:38])[CH2:39][CH3:40])([CH3:41])[CH3:42].[OH2:47].[c:17]1(-[c:23]2[n:24][n:25][c:26]([CH:28]3[CH2:29][CH2:30][NH:31][CH2:32][CH2:33]3)[o:27]2)[cH:18][cH:19][cH:20][cH:21][cH:22]1>>[CH3:1][c:2]1[n:3][o:4][c:5]([NH:8][C:9](=[O:16])[N:31]2[CH2:30][CH2:29][CH:28]([c:26]3[n:25][n:24][c:23](-[c:17]4[cH:18][cH:19][cH:20][cH:21][cH:22]4)[o:27]3)[CH2:33][CH2:32]2)[c:6]1[CH3:7]. As a reaction SMILES: Cl[C:2]1[C:7]([C:8](=[O:10])[CH3:9])=[CH:6][CH:5]=[CH:4][N:3]=1.O1CCOCC1.CC1(C)[C@]2(CS(O)(=O)=O)C(C[C@H]1CC2)=O.[NH2:32][C:33]1[CH:38]=[CH:37][CH:36]=[CH:35][CH:34]=1>C(OCC)(=O)C>[C:33]1([NH:32][C:2]2[C:7]([C:8](=[O:10])[CH3:9])=[CH:6][CH:5]=[CH:4][N:3]=2)[CH:38]=[CH:37][CH:36]=[CH:35][CH:34]=1. Solvent: C(C)(=O)OCC (ethyl acetate). Product: ethyl acetate hexanes, C1(=CC=CC=C1)NC1=NC=CC=C1C(C)=O (1-(2-phenylamino-pyridin-3-yl)-ethanone). Conditions: temperature 75 celsius, time 3 hour. Yield: 35.8%. Reported procedure: A solution of 1-(2-chloro-pyridin-3-yl)-ethanone (6.42 g, 41.3 mmol) and 1,4-dioxane (70 mL, 0.59M) in a large sealed tube vessel was treated with DL-10-camphorsulfonic acid (23.96 g, 103 mmol). The vessel was tightly sealed, placed behind a blast shield, and warmed to 75° C. At this time, the reaction vessel was removed from the oil bath, carefully opened, treated quickly with aniline (5.6 mL, 61.5 mmol), resealed, and lowered back into the oil bath. The reaction was then warmed to 80° C., wher... The reactants are ClC1=NC=CC=C1C(C)=O (1-(2-chloro-pyridin-3-yl)-ethanone), O1CCOCC1 (1,4-dioxane), CC1([C@@H]2CC[C@]1(C(=O)C2)CS(=O)(=O)O)C (DL-10-camphorsulfonic acid), NC1=CC=CC=C1 (aniline). Reactants: NCCOc1c(Cl)ccc2c1c1ccccc1n2Cc1ccccc1, CS(=O)(=O)O, CO, ClCCl. Product: NCCOc1c(Cl)ccc2c1c1ccccc1n2Cc1ccccc1, CS(=O)(=O)[O-]. Reaction SMILES: [CH2:1]([c:2]1[cH:3][cH:4][cH:5][cH:6][cH:7]1)[n:8]1[c:9]2[cH:10][cH:11][cH:12][cH:13][c:14]2[c:15]2[c:16]([O:22][CH2:23][CH2:24][NH2:25])[c:17]([Cl:21])[cH:18][cH:19][c:20]12.[CH3:26][S:27]([OH:28])(=[O:29])=[O:30].[CH3:31][OH:32].[Cl:33][CH2:34][Cl:35]>>[CH2:1]([c:2]1[cH:3][cH:4][cH:5][cH:6][cH:7]1)[n:8]1[c:9]2[cH:10][cH:11][cH:12][cH:13][c:14]2[c:15]2[c:16]([O:22][CH2:23][CH2:24][NH2:25])[c:17]([Cl:21])[cH:18][cH:19][c:20]12.[CH3:26][S:27](=[O:28])(=[O:29])[O-:30]. Starting materials: OC1=C(C(N(C2=NC=CC=C12)C1=CC=CC=C1)=O)CCO (4-hydroxy-3-(2-hydroxyethyl)-1-phenyl-1,8-naphthyridin-2 (1H) -one), C(=O)(O)[O-].[Na+] (NaHCO3), O=P12OP3(=O)OP(=O)(O1)OP(=O)(O2)O3 (P2O5), O (water). Run in CS(=O)(=O)O (methane sulfonic acid). Run at temperature 70 celsius. The product is C1(=CC=CC=C1)N1C2=C(C(C3=CC=CN=C13)=O)CCO2 (3,9-Dihydro-9-phenyl-furo[2,3-b][1,8]-naphthyridin-4(2H) -one). Reaction SMILES: [OH:1][C:2]1[C:11]2[C:6](=[N:7][CH:8]=[CH:9][CH:10]=2)[N:5]([C:12]2[CH:17]=[CH:16][CH:15]=[CH:14][CH:13]=2)[C:4](=O)[C:3]=1[CH2:19][CH2:20][OH:21].O=P12OP3(OP(OP(O3)(O1)=O)(=O)O2)=O.O.C([O-])(O)=O.[Na+]>CS(O)(=O)=O>[C:12]1([N:5]2[C:6]3[C:11](=[CH:10][CH:9]=[CH:8][N:7]=3)[C:2](=[O:1])[C:3]3[CH2:19][CH2:20][O:21][C:4]2=3)[CH:17]=[CH:16][CH:15]=[CH:14][CH:13]=1 |f:3.4|. Procedure details: A solution of 4-hydroxy-3-(2-hydroxyethyl)-1-phenyl-1,8-naphthyridin-2 (1H) -one in Eaton's Reage P2O5 in methane sulfonic acid; 40 ml.) was stirred in an atmosphere of nitrogen and was heated to 70° C. for 2 hr. After cooling, the product was poured into water, adjusted to pH 4 with NaHCO3, filtered, washed with water, air dried and recrystallized from isopropanol with decolorization to yield the product, m.p. 245°-247° C. The reactants are CCOC(C)=O, CCO, ClCCl, CCOC(C)=O, Cn1cc(C2=C(c3cn(Cc4ccc(CN)c(OCOCC[Si](C)(C)C)c4)c4ccccc34)C(=O)NC2=O)c2ccccc21, [NH4+], [OH-], O, O=C(O)C(F)(F)F. Product: Cn1cc(C2=C(c3cn(Cc4ccc(CN)c(O)c4)c4ccccc34)C(=O)NC2=O)c2ccccc21. As a reaction SMILES: [C:58]([O:59][CH2:60][CH3:61])(=[O:62])[CH3:63].[CH2:55]([OH:56])[CH3:57].[CH2:64]([Cl:65])[Cl:66].[CH3:67][CH2:68][O:69][C:70](=[O:71])[CH3:72].[NH2:1][CH2:2][c:3]1[c:4]([O:36][CH2:37][O:38][CH2:39][CH2:40][Si:41]([CH3:42])([CH3:43])[CH3:44])[cH:5][c:6]([CH2:7][n:8]2[cH:9][c:10]([C:17]3=[C:21]([c:22]4[cH:23][n:24]([CH3:31])[c:25]5[cH:26][cH:27][cH:28][cH:29][c:30]45)[C:20](=[O:32])[NH:19][C:18]3=[O:33])[c:11]3[cH:12][cH:13][cH:14][cH:15][c:16]23)[cH:34][cH:35]1.[NH4+:54].[OH-:53].[OH2:45].[OH:46][C:47]([C:48]([F:49])([F:50])[F:51])=[O:52]>>[NH2:1][CH2:2][c:3]1[c:4]([OH:36])[cH:5][c:6]([CH2:7][n:8]2[cH:9][c:10]([C:17]3=[C:21]([c:22]4[cH:23][n:24]([CH3:31])[c:25]5[cH:26][cH:27][cH:28][cH:29][c:30]45)[C:20](=[O:32])[NH:19][C:18]3=[O:33])[c:11]3[cH:12][cH:13][cH:14][cH:15][c:16]23)[cH:34][cH:35]1.